Task: describe an organic reaction: reactants, conditions, products, and yield. Dataset: the Open Reaction Database (ORD), a public repository of structured organic reaction records Reactants: CON=C(C(=O)OC)C1(CC2=CC=CC=C2C=C1)O (methyl 2-hydroxy-2-naphthylglyoxylate O-methyl oxime), OC1=C(C=CC2=CC=CC=C12)C(C(=O)OC)=O (methyl 1-hydroxy-2-naphthylglyoxylate), Cl.CON (O-methylhydroxylamine hydrochloride). Solvent: CO (methanol). Yields the product CON=C(C(=O)OC)C1=C(C2=CC=CC=C2C=C1)O (methyl 1-hydroxy-2-naphthylglyoxylate O-methyl oxime). Yield: 77.0%. RXN SMILES: [CH3:1][O:2][N:3]=[C:4]([C:9]1(O)[CH:18]=[CH:17][C:16]2[C:11](=[CH:12][CH:13]=[CH:14][CH:15]=2)[CH2:10]1)[C:5]([O:7][CH3:8])=[O:6].[OH:20]C1C2C(=CC=CC=2)C=CC=1C(=O)C(OC)=O.Cl.CON>CO>[CH3:1][O:2][N:3]=[C:4]([C:9]1[CH:18]=[CH:17][C:16]2[C:11](=[CH:12][CH:13]=[CH:14][CH:15]=2)[C:10]=1[OH:20])[C:5]([O:7][CH3:8])=[O:6] |f:2.3|. Reported procedure: Preparation of methyl 2-hydroxy-2-naphthylglyoxylate O-methyl oxime ##STR53## 69 g (0.26 mol) of methyl 1-hydroxy-2-naphthylglyoxylate and 44 g (0.53 mol) of O-methylhydroxylamine hydrochloride are introduced into 800 ml of methanol and heated to reflux temperature for 6 h with stirring. The mixture is then concentrated, the residue is taken up in ethyl acetate, and the solution is washed with H2O, dried over sodium sulfate and concentrated again. 52 g (0.20 mol) of methyl 1-hydroxy-2-naphthylgl... Isolated yield 80.8%. Yields the product BrC1=C(C=CC=C1)S(=O)(=O)N1CC(NC(C1)C)C (Racemic-1-((2-Bromophenyl)sulfonyl)-3,5-dimethylpiperazine). Starting materials: BrC1=C(C=CC=C1)S(=O)(=O)Cl (2-bromobenzene-1-sulfonyl chloride), CC1NC(CNC1)C (2,6-dimethylpiperazine), C(C)(C)N(CC)C(C)C (diisopropylethyl amine). Run at time 15 minute. Run in C(Cl)Cl (CH2Cl2). Reaction SMILES: [Br:1][C:2]1[CH:7]=[CH:6][CH:5]=[CH:4][C:3]=1[S:8](Cl)(=[O:10])=[O:9].[CH3:12][CH:13]1[CH2:18][NH:17][CH2:16][CH:15]([CH3:19])[NH:14]1.C(N(C(C)C)CC)(C)C>C(Cl)Cl>[Br:1][C:2]1[CH:7]=[CH:6][CH:5]=[CH:4][C:3]=1[S:8]([N:17]1[CH2:16][CH:15]([CH3:19])[NH:14][CH:13]([CH3:12])[CH2:18]1)(=[O:10])=[O:9]. Reported procedure: A solution of 2-bromobenzene-1-sulfonyl chloride (100 mg, 0.39 mmol), 2,6-dimethylpiperazine (56 mg, 0.49 mmol), and diisopropylethyl amine (0.202 mL, 1.17 mmol) in CH2Cl2 (2.5 mL) was allowed to stir for 15 min at rt. The reaction mixture was then directly subjected to FCC purification to give the title compound (0.105 g, 81%). 1H NMR (600 MHz, CDCl3) δ 8.09-8.07 (m, 1H), 7.76-7.73 (m, 1H), 7.47-7.44 (m, 1H), 7.43-7.37 (m, 1H), 3.70-3.66 (m, 2H), 2.97-2.91 (m, 2H), 2.38-2.33 (m, 2H), 1.06-1.04 ... As a reaction SMILES: [Br:18][N:19]1[C:20](=[O:21])[CH2:22][CH2:23][C:24]1=[O:25].[Cl:26][CH2:27][Cl:28].[F:1][c:2]1[cH:3][cH:4][c:5]([O:16][CH3:17])[c:6]([CH2:8][CH2:9][CH:10]([CH2:11][CH2:12][CH:13]=[CH2:14])[OH:15])[cH:7]1>>[F:1][c:2]1[cH:3][cH:4][c:5]([O:16][CH3:17])[c:6]([CH2:8][CH2:9][CH:10]2[CH2:11][CH2:12][CH:13]([CH2:14][Br:18])[O:15]2)[cH:7]1. Yields the product COc1ccc(F)cc1CCC1CCC(CBr)O1. The reactants are O=C1CCC(=O)N1Br, ClCCl, C=CCCC(O)CCc1cc(F)ccc1OC. Reactants: C(C1=CC=CC=C1)N1CC(OC2(CCN(CC2)C(=O)OC(C)(C)C)C1)C=C (tert-butyl 10-benzyl-8-vinyl-7-oxa-3,10-diazaspiro[5.5]undecane-3-carboxylate), C(=O)[O-].[NH4+] (ammonium formate). The reagents and catalysts are [OH-].[OH-].[Pd+2] (Pd(OH)2). Solvent: CO (methanol). Run at temperature 55 celsius. Product: C(C)C1CNCC2(O1)CCN(CC2)C(=O)OC(C)(C)C (tert-butyl 4-ethyl-5-oxa-2,9-diazaspiro[5.5]undecane-9-carboxylate). Isolated yield 96.0%. Reaction SMILES: C([N:8]1[CH2:25][C:12]2([CH2:17][CH2:16][N:15]([C:18]([O:20][C:21]([CH3:24])([CH3:23])[CH3:22])=[O:19])[CH2:14][CH2:13]2)[O:11][CH:10]([CH:26]=[CH2:27])[CH2:9]1)C1C=CC=CC=1.C([O-])=O.[NH4+]>CO.[OH-].[OH-].[Pd+2]>[CH2:26]([CH:10]1[O:11][C:12]2([CH2:13][CH2:14][N:15]([C:18]([O:20][C:21]([CH3:22])([CH3:24])[CH3:23])=[O:19])[CH2:16][CH2:17]2)[CH2:25][NH:8][CH2:9]1)[CH3:27] |f:1.2,4.5.6|. Procedure: To a solution of tert-butyl 10-benzyl-8-vinyl-7-oxa-3,10-diazaspiro[5.5]undecane-3-carboxylate (3.10 g, 8.32 mmol) in methanol (60 mL) was added Pd(OH)2 (1.40 g, 9.99 mmol) and ammonium formate (10.5 g, 166 mmol) and the mixture heated at 55° C. for 20 min. The reaction mixture was filtered, concentrated to ˜10 mL, then diluted with dichloromethane and saturated sodium bicarbonate solution. The organic layer was separated and the aqueous layer extracted with dichloromethane (5×20 mL). The combin... Reactants: BrC1=CC2=C(C(OC(N2)=O)(C)C)C=C1O (7-bromo-6-hydroxy-4,4-dimethyl-4H-3,1-benzoxazin-2-one), CC1=CC=C(C=C1)SCCCCCl (4-(4-methyl-phenylmercapto)-butylchloride). Yields the product BrC1=CC2=C(C(OC(N2)=O)(C)C)C=C1OCCCCSC1=CC=C(C=C1)C (7-Bromo-6-[4-(4-methyl-phenylmercapto)-butoxy]-4,4-dimethyl-4H-3,1-benzoxazin-2-one). RXN SMILES: [Br:1][C:2]1[C:14]([OH:15])=[CH:13][C:5]2[C:6]([CH3:12])([CH3:11])[O:7][C:8](=[O:10])[NH:9][C:4]=2[CH:3]=1.[CH3:16][C:17]1[CH:22]=[CH:21][C:20]([S:23][CH2:24][CH2:25][CH2:26][CH2:27]Cl)=[CH:19][CH:18]=1>>[Br:1][C:2]1[C:14]([O:15][CH2:27][CH2:26][CH2:25][CH2:24][S:23][C:20]2[CH:19]=[CH:18][C:17]([CH3:16])=[CH:22][CH:21]=2)=[CH:13][C:5]2[C:6]([CH3:12])([CH3:11])[O:7][C:8](=[O:10])[NH:9][C:4]=2[CH:3]=1. Reported procedure: Prepared analogously to Example 4 from 7-bromo-6-hydroxy-4,4-dimethyl-4H-3,1-benzoxazin-2-one and 4-(4-methyl-phenylmercapto)-butylchloride.